Task: describe an organic reaction: reactants, conditions, products, and yield. Dataset: the Open Reaction Database (ORD), a public repository of structured organic reaction records Reactants: B, CC(C)(C)N, CC(=O)O, CCOC(=O)CCCC(=O)c1cn(-c2cccnc2)c2ccccc12, C1CCOC1. Yields the product CCOC(=O)CCCCc1cn(-c2cccnc2)c2ccccc12. RXN SMILES: [BH3:31].[C:26]([NH2:27])([CH3:28])([CH3:29])[CH3:30].[CH3:32][C:33](=[O:34])[OH:35].[O:1]=[C:2]([CH2:3][CH2:4][CH2:5][C:6](=[O:7])[O:8][CH2:9][CH3:10])[c:11]1[cH:12][n:13](-[c:20]2[cH:21][n:22][cH:23][cH:24][cH:25]2)[c:14]2[cH:15][cH:16][cH:17][cH:18][c:19]12.[O:36]1[CH2:37][CH2:38][CH2:39][CH2:40]1>>[CH2:2]([CH2:3][CH2:4][CH2:5][C:6](=[O:7])[O:8][CH2:9][CH3:10])[c:11]1[cH:12][n:13](-[c:20]2[cH:21][n:22][cH:23][cH:24][cH:25]2)[c:14]2[cH:15][cH:16][cH:17][cH:18][c:19]12.